From a dataset of the Open Reaction Database (ORD), a public repository of structured organic reaction records. describe an organic reaction: reactants, conditions, products, and yield Starting materials: C(C)O[C@@H]1[C@H](C[C@@H]2CC[C@H]3[C@@H]4CC[C@H](C(CN5CCOCC5)=O)[C@]4(CC([C@@H]3[C@]2(C1)C)=O)C)O (2β-Ethoxy-3α-hydroxy-21-morpholino-5α-pregnane-11,20-dione), aqueous solution, O=C1C(O)=C(O)[C@H](O1)[C@@H](O)CO (ascorbic acid). The solvent is C(C)O (ethanol). Product: aqueous solution, O=C1C(O)=C([O-])[C@H](O1)[C@@H](O)CO.C(C)O[C@@H]1[C@H](C[C@@H]2CC[C@H]3[C@@H]4CC[C@H](C(CN5CCOCC5)=O)[C@]4(CC([C@@H]3[C@]2(C1)C)=O)C)O (2β-Ethoxy-3α-hydroxy-21-morpholino-5α-pregnane-11,20-dione ascorbate). Yield: 1.0%. RXN SMILES: [CH2:1]([O:3][C@H:4]1[CH2:29][C@@:28]2([CH3:30])[C@@H:7]([CH2:8][CH2:9][C@@H:10]3[C@@H:27]2[C:26](=[O:31])[CH2:25][C@@:24]2([CH3:32])[C@H:11]3[CH2:12][CH2:13][C@@H:14]2[C:15](=[O:23])[CH2:16][N:17]2[CH2:22][CH2:21][O:20][CH2:19][CH2:18]2)[CH2:6][C@@H:5]1[OH:33])[CH3:2].[O:34]=[C:35]1[O:41][C@H:40]([C@H:42]([CH2:44][OH:45])[OH:43])[C:38]([OH:39])=[C:36]1[OH:37]>C(O)C>[O:34]=[C:35]1[O:41][C@H:40]([C@H:42]([CH2:44][OH:45])[OH:43])[C:38]([O-:39])=[C:36]1[OH:37].[CH2:1]([O:3][C@H:4]1[CH2:29][C@@:28]2([CH3:30])[C@@H:7]([CH2:8][CH2:9][C@@H:10]3[C@@H:27]2[C:26](=[O:31])[CH2:25][C@@:24]2([CH3:32])[C@H:11]3[CH2:12][CH2:13][C@@H:14]2[C:15](=[O:23])[CH2:16][N:17]2[CH2:22][CH2:21][O:20][CH2:19][CH2:18]2)[CH2:6][C@@H:5]1[OH:33])[CH3:2] |f:3.4|. Procedure details: A solution of 2β-Ethoxy-3α-hydroxy-21-morpholino-5α-pregnane-11,20-dione (116 mg; 0.25 mmole) in ethanol (2 ml.) was treated with an 0.1N aqueous solution of ascorbic acid (2.5 ml; 0.25 mmole) and the resulting solution was evaporated under vacuum. The residue was dissolved in water (ca. 5 ml.) and clarified by filtration. The filtrate was diluted to 11.6 ml. with distilled water, thereby giving a 1% aqueous solution of the title compound. Reactants: COC=C1CC2(C(CCC=C2)(C)C)CCC1 (8-(1-methoxymethylidene)-5,5-dimethyl-spiro[5.5]undec-1-ene), Cl (hydrochloric acid). The solvent is [Cl-].[Na+].O (brine), C(C)#N (acetonitrile). Conditions: time 3 hour. The product is CC1(CCC=CC12CCCC(C2)C=O)C (11,11-dimethyl-spiro[5.5]undec-7-ene-2-carbaldehyde). The yield is 86.8%. Reaction SMILES: C[O:2][CH:3]=[C:4]1[CH2:16][CH2:15][CH2:14][C:6]2([CH:11]=[CH:10][CH2:9][CH2:8][C:7]2([CH3:13])[CH3:12])[CH2:5]1.Cl>C(#N)C.[Cl-].[Na+].O>[CH3:12][C:7]1([CH3:13])[C:6]2([CH2:5][CH:4]([CH:3]=[O:2])[CH2:16][CH2:15][CH2:14]2)[CH:11]=[CH:10][CH2:9][CH2:8]1 |f:3.4.5|. Reported procedure: To a solution of 8-(1-methoxymethylidene)-5,5-dimethyl-spiro[5.5]undec-1-ene (240 mg) obtained in Step 6 in acetonitrile (6 mL) was added 1N aqueous hydrochloric acid solution (1.1 mL), followed by stirring the reaction mixture at room temperature for 3 hours. Then, after addition of saturated brine, the reaction mixture was extracted with diethyl ether. The organic layer was washed with water, dried and concentrated. The resulting residue was dissolved in a mixed solution of methanol (5.4 mL)-w... Reactants: FC1=CC=C(NC2=C(C(=O)OC(C)(C)C)C=CC(=C2)N2CCC3=CC=CC=C23)C=C1 (tert-butyl 2-(4-fluoroanilino)-4-(indolin-1-yl)benzoate). Run in FC(C(=O)O)(F)F (Trifluoroacetic acid). Reaction conditions: time 10 minute. Product: FC1=CC=C(NC2=C(C(=O)O)C=CC(=C2)N2CCC3=CC=CC=C23)C=C1 (2-(4-fluoroanilino)-4-(indolin-1-yl)benzoic acid). As a reaction SMILES: [F:1][C:2]1[CH:30]=[CH:29][C:5]([NH:6][C:7]2[CH:19]=[C:18]([N:20]3[C:28]4[C:23](=[CH:24][CH:25]=[CH:26][CH:27]=4)[CH2:22][CH2:21]3)[CH:17]=[CH:16][C:8]=2[C:9]([O:11]C(C)(C)C)=[O:10])=[CH:4][CH:3]=1>FC(F)(F)C(O)=O>[F:1][C:2]1[CH:30]=[CH:29][C:5]([NH:6][C:7]2[CH:19]=[C:18]([N:20]3[C:28]4[C:23](=[CH:24][CH:25]=[CH:26][CH:27]=4)[CH2:22][CH2:21]3)[CH:17]=[CH:16][C:8]=2[C:9]([OH:11])=[O:10])=[CH:4][CH:3]=1. Reported procedure: Trifluoroacetic acid 10 mL was added to the obtained tert-butyl 2-(4-fluoroanilino)-4-(indolin-1-yl)benzoate, and it was stirred at room temperature for 2 hours and 10 minutes. The solvent was removed under reduced pressure, ethyl acetate and water were added to the obtained residue, and it was adjusted to pH6.5 with saturated sodium hydrogen carbonate aqueous solution. The organic layer was separated and collected,dried over anhydrous magnesium sulfate after sequential washing with water and sa... The reactants are [BH4-], [Br-], CCCCCCCCCCCCCCCC[P+](CCCC)(CCCC)CCCC, Cc1ccccc1, [Na+], O, CCOC(=O)C1=C(CCC(N=[N+]=[N-])c2ccccc2)NC(C)=C(C(=O)OC)C1c1cccc([N+](=O)[O-])c1. Product: CCOC(=O)C1=C(CCC(N)c2ccccc2)NC(C)=C(C(=O)OC)C1c1cccc([N+](=O)[O-])c1. Reaction SMILES: [BH4-:8].[Br-:47].[CH2:48]([P+:49]([CH2:50][CH2:51][CH2:52][CH3:53])([CH2:54][CH2:55][CH2:56][CH3:57])[CH2:58][CH2:59][CH2:60][CH3:61])[CH2:62][CH2:63][CH2:64][CH2:65][CH2:66][CH2:67][CH2:68][CH2:69][CH2:70][CH2:71][CH2:72][CH2:73][CH2:74][CH2:75][CH3:76].[CH3:1][c:2]1[cH:3][cH:4][cH:5][cH:6][cH:7]1.[Na+:9].[OH2:77].[c:10]1([CH:16]([CH2:17][CH2:18][C:19]2=[C:24]([C:25](=[O:26])[O:27][CH2:28][CH3:29])[CH:23]([c:30]3[cH:31][c:32]([N+:36](=[O:37])[O-:38])[cH:33][cH:34][cH:35]3)[C:22]([C:39](=[O:40])[O:41][CH3:42])=[C:21]([CH3:43])[NH:20]2)[N:44]=[N+:45]=[N-:46])[cH:11][cH:12][cH:13][cH:14][cH:15]1>>[c:10]1([CH:16]([CH2:17][CH2:18][C:19]2=[C:24]([C:25](=[O:26])[O:27][CH2:28][CH3:29])[CH:23]([c:30]3[cH:31][c:32]([N+:36](=[O:37])[O-:38])[cH:33][cH:34][cH:35]3)[C:22]([C:39](=[O:40])[O:41][CH3:42])=[C:21]([CH3:43])[NH:20]2)[NH2:44])[cH:11][cH:12][cH:13][cH:14][cH:15]1. Reactants: C(C1=CC=CC=C1)N1CCC(CC1)(N1CCCCC1)C(N)=O (1-benzyl-4-carbamoyl-4-piperidino-piperidine), O (water). The reagents and catalysts are [Pd] (palladium-on-charcoal). Run in C1(=CC=CC=C1)C (toluene). Product: O=C1N=C2N(CCCC2)C12CCNCC2 (2,3,5,6,7,8-hexahydro-2-oxoimidazo[1,2-a]pyridine-3-spiro-4'-piperidine). Yield: 70.0%. RXN SMILES: C([N:8]1[CH2:13][CH2:12][C:11]([C:20](=[O:22])[NH2:21])([N:14]2[CH2:19][CH2:18][CH2:17][CH2:16][CH2:15]2)[CH2:10][CH2:9]1)C1C=CC=CC=1.O>[Pd].C1(C)C=CC=CC=1>[O:22]=[C:20]1[C:11]2([CH2:12][CH2:13][NH:8][CH2:9][CH2:10]2)[N:14]2[CH2:19][CH2:18][CH2:17][CH2:16][C:15]2=[N:21]1. Procedure: A mixture of 10 g of 1-benzyl-4-carbamoyl-4-piperidino-piperidine, 3 g of 5% palladium-on-charcoal catalyst and 100 ml of water is boiled under reflux for 8 hours, while the toluene formed is removed. The reaction mixture is then cooled, and the catalyst is removed by filtration. The filtrate is concentrated to 10 ml under reduced pressure and is allowed to stand. The precipitated crystals are collected by filtration, dried and recrystallized from chloroform to give 2,3,5,6,7,8-hexahydro-2-oxoim...